From a dataset of the Open Reaction Database (ORD), a public repository of structured organic reaction records. describe an organic reaction: reactants, conditions, products, and yield Starting materials: resultant mixture, ClCCl (dichloromethane), FC1=CC=C(C=C1)C1=CCN(C[C@H]1OC(C(C)(C)C)=O)C(=O)OC(C)(C)C (tert-butyl (S)-4-(4-fluorophenyl)-5-(pivaloyloxy)-5,6-dihydropyridine-1(2H)-carboxylate), FC(C(=O)O)(F)F (trifluoroacetic acid), resultant mixture, C([O-])(O)=O.[Na+] (sodium bicarbonate). Run in C(C)(=O)OCC (ethyl acetate). Product: C(C(C)(C)C)(=O)O[C@@H]1CNCC=C1C1=CC=C(C=C1)F ((S)-4-(4-Fluorophenyl)-1,2,3,6-tetrahydropyridin-3-yl pivalate), crude product. RXN SMILES: ClCCl.[F:4][C:5]1[CH:10]=[CH:9][C:8]([C:11]2[C@H:16]([O:17][C:18](=[O:23])[C:19]([CH3:22])([CH3:21])[CH3:20])[CH2:15][N:14](C(OC(C)(C)C)=O)[CH2:13][CH:12]=2)=[CH:7][CH:6]=1.FC(F)(F)C(O)=O.C(=O)(O)[O-].[Na+]>C(OCC)(=O)C>[C:18]([O:17][C@H:16]1[C:11]([C:8]2[CH:9]=[CH:10][C:5]([F:4])=[CH:6][CH:7]=2)=[CH:12][CH2:13][NH:14][CH2:15]1)(=[O:23])[C:19]([CH3:22])([CH3:21])[CH3:20] |f:3.4|. Procedure: To a dichloromethane solution (32 mL) of tert-butyl (S)-4-(4-fluorophenyl)-5-(pivaloyloxy)-5,6-dihydropyridine-1(2H)-carboxylate (1.62 g, 4.29 mmol) synthesized in Reference Synthesis Example 136, trifluoroacetic acid (6.5 mL) was added and the resultant mixture was stirred at room temperature for 20 hours. After completion of the reaction, saturated sodium bicarbonate aqueous solution was added to the reaction solution and extraction from the resultant mixture with ethyl acetate was performed. ... Starting materials: ClC1=C(C=C(C=C1)C=1C(N(C(=CC1Cl)C(F)(F)F)C)=O)[N+](=O)[O-] (3-(4-chloro-3-nitrophenyl)-4-chloro-1-methyl-6-trifluoromethyl-2(1H)-pyridone), [Sn] (tin). The solvent is C(C)O (ethanol), C(C)O (ethanol). Product: NC=1C=C(C=CC1Cl)C=1C(N(C(=CC1Cl)C(F)(F)F)C)=O (3-(3-amino-4-chlorophenyl)-4-chloro-1-methyl-6-trifluoromethyl-2(1H)-pyridone). Isolated yield 86.6%. Reaction SMILES: [Cl:1][C:2]1[CH:7]=[CH:6][C:5]([C:8]2[C:9](=[O:20])[N:10]([CH3:19])[C:11]([C:15]([F:18])([F:17])[F:16])=[CH:12][C:13]=2[Cl:14])=[CH:4][C:3]=1[N+:21]([O-])=O.[Sn]>C(O)C>[NH2:21][C:3]1[CH:4]=[C:5]([C:8]2[C:9](=[O:20])[N:10]([CH3:19])[C:11]([C:15]([F:18])([F:17])[F:16])=[CH:12][C:13]=2[Cl:14])[CH:6]=[CH:7][C:2]=1[Cl:1] |^3:23|. Procedure: 0.5 g (1.37 mmol) of 3-(4-chloro-3-nitrophenyl)-4-chloro-1-methyl-6-trifluoromethyl-2(1H)-pyridone was dissolved in 20 ml of ethanol, and 0.8 g (6.78 mmol) of tin was added thereto with stirring at room temperature, followed by stirring for 1 hour. After completion of the reaction, excess ethanol was distilled off under reduced pressure, and ethyl acetate and a saturated sodium hydrogencarbonate aqueous solution were added. The precipitate was collected by filtration and washed with water and a ...